From a dataset of the Open Reaction Database (ORD), a public repository of structured organic reaction records. describe an organic reaction: reactants, conditions, products, and yield Reactants: O=C([O-])[O-], CSc1nc2ccc(O)cc2s1, CCOC(C)=O, CN1CCCC1=O, Clc1ccnc2ccccc12, [Cs+], [Cs+]. Yields the product CSc1nc2ccc(Oc3ccnc4ccccc34)cc2s1. As a reaction SMILES: [C:13](=[O:14])([O-:15])[O-:16].[CH3:1][S:2][c:3]1[s:4][c:5]2[c:6]([n:7]1)[cH:8][cH:9][c:10]([OH:12])[cH:11]2.[CH3:30][CH2:31][O:32][C:33](=[O:34])[CH3:35].[CH3:36][N:37]1[CH2:38][CH2:39][CH2:40][C:41]1=[O:42].[Cl:19][c:20]1[cH:21][cH:22][n:23][c:24]2[cH:25][cH:26][cH:27][cH:28][c:29]12.[Cs+:17].[Cs+:18]>>[CH3:1][S:2][c:3]1[s:4][c:5]2[c:6]([n:7]1)[cH:8][cH:9][c:10]([O:12][c:20]1[cH:21][cH:22][n:23][c:24]3[cH:25][cH:26][cH:27][cH:28][c:29]13)[cH:11]2.